Dataset: the Open Reaction Database (ORD), a public repository of structured organic reaction records. Task: describe an organic reaction: reactants, conditions, products, and yield The reactants are CCOC(=O)CP(=O)(OCC)OCC, CCOCCOCC, CCOC(C)=O, COc1ccc(C=O)cc1F, [H-], [Na+]. Product: CCOC(=O)C=Cc1ccc(OC)c(F)c1. As a reaction SMILES: [CH2:12]([O:13][P:14]([O:15][CH2:16][CH3:17])(=[O:18])[CH2:20][C:21](=[O:22])[O:23][CH2:24][CH3:25])[CH3:19].[CH2:34]([O:35][CH2:36][CH2:37][O:38][CH2:39][CH3:40])[CH3:41].[CH3:28][CH2:29][O:30][C:31](=[O:32])[CH3:33].[F:1][c:2]1[cH:3][c:4]([CH:5]=[O:6])[cH:7][cH:8][c:9]1[O:10][CH3:11].[H-:26].[Na+:27]>>[F:1][c:2]1[cH:3][c:4]([CH:5]=[CH:20][C:21](=[O:22])[O:23][CH2:24][CH3:25])[cH:7][cH:8][c:9]1[O:10][CH3:11].